The task is: describe an organic reaction: reactants, conditions, products, and yield. This data is from the Open Reaction Database (ORD), a public repository of structured organic reaction records. The reactants are ClC1=CC=C(C(CBr)=O)C=C1 (4-chlorophenacyl bromide), C(Cl)Cl (methylene chloride), N1C=NC=C1 (imidazole), C(Cl)Cl (methylene chloride). Solvent: C(Cl)(Cl)Cl (chloroform), C(Cl)(Cl)Cl (chloroform). Run at time 4 hour. Product: ClC1=CC=C(C(CC=2NC=CN2)=O)C=C1 (p-chlorophenacyl imidazole). Yield: 77.1%. Reaction SMILES: [Cl:1][C:2]1[CH:11]=[CH:10][C:5]([C:6](=[O:9])[CH2:7]Br)=[CH:4][CH:3]=1.C(Cl)Cl.[NH:15]1[CH:19]=[CH:18][N:17]=[CH:16]1>C(Cl)(Cl)Cl>[Cl:1][C:2]1[CH:11]=[CH:10][C:5]([C:6](=[O:9])[CH2:7][C:16]2[NH:15][CH:19]=[CH:18][N:17]=2)=[CH:4][CH:3]=1. Reported procedure: 89.2 g 4-chlorophenacyl bromide is dissolved in 170 ml chloroform (or methylene chloride) and the solution is then added dropwise to a solution of 156 g imidazole in 600 ml chloroform (or methylene chloride, as the case may be) while maintaining the reaction mixture at about 0° to 5° C. Thereafter the mixture is continually stirred at this temperature for 4 hours, the solvent is distilled off in a rotation evaporator and the residue is treated with water. After filtering off and drying the preci... Starting materials: CC(C)C[Al+]CC(C)C, CCOC(=O)C=Cc1ccc(C=Cc2nc(-c3ccccc3)oc2C)cc1, [H-]. The product is Cc1oc(-c2ccccc2)nc1C=Cc1ccc(C=CCO)cc1. As a reaction SMILES: [CH2:29]([Al+:30][CH2:31][CH:32]([CH3:33])[CH3:34])[CH:35]([CH3:36])[CH3:37].[CH3:1][c:2]1[c:3]([CH:13]=[CH:14][c:15]2[cH:16][cH:17][c:18]([CH:19]=[CH:20][C:21](=[O:22])[O:23][CH2:24][CH3:25])[cH:26][cH:27]2)[n:4][c:5](-[c:7]2[cH:8][cH:9][cH:10][cH:11][cH:12]2)[o:6]1.[H-:28]>>[CH3:1][c:2]1[c:3]([CH:13]=[CH:14][c:15]2[cH:16][cH:17][c:18]([CH:19]=[CH:20][CH2:21][OH:22])[cH:26][cH:27]2)[n:4][c:5](-[c:7]2[cH:8][cH:9][cH:10][cH:11][cH:12]2)[o:6]1. Starting materials: ClC1=NC=C(C(=N1)C)C(=O)OCC (ethyl 2-chloro-4-methylpyrimidine-5-carboxylate), NN (hydrazine). Solvent: C1CCOC1 (THF). Product: N(N)C1=NC=C(C(=N1)C)C(=O)OCC (Ethyl 2-hydrazino-4-methylpyrimidine-5-carboxylate). Reaction SMILES: Cl[C:2]1[N:7]=[C:6]([CH3:8])[C:5]([C:9]([O:11][CH2:12][CH3:13])=[O:10])=[CH:4][N:3]=1.[NH2:14][NH2:15]>C1COCC1>[NH:14]([C:2]1[N:7]=[C:6]([CH3:8])[C:5]([C:9]([O:11][CH2:12][CH3:13])=[O:10])=[CH:4][N:3]=1)[NH2:15]. Reported procedure: The title compound was prepared as described in Example 18, but employing a solution of ethyl 2-chloro-4-methylpyrimidine-5-carboxylate (0.08 g, 0.39 mmol) and hydrazine (0.06 g, 2.0 mmol) in THF (7.8 mL) resulting in a 93% yielded (0.07 g); 1HNMR (CDCl3) δ 8.86 (s, 1H), 6.64 (bs, 1H), 4.33 (q, 2H), 2.70 (s, 3H), 1.38 (t, 3H). Reactants: BrC1=CC=C2CC(N(CC2=C1)C1=NC(=NC(=C1)N1CCN(CC1)C)N)C (4-(7-bromo-3-methyl-3,4-dihydroisoquinolin-2 (1H)-yl)-6-(4-methylpiperazin-1-yl)pyrimidin-2-amine), CC(C#N)CN1N=CC(=C1)B1OC(C(O1)(C)C)(C)C (2-methyl-3-[4-(4,4,5,5-tetramethyl-1,3,2-dioxaborolan-2-yl)-1H-pyrazol-1-yl]propanenitrile), C([O-])(O)=O.[Na+] (sodium bicarbonate), O1CCOCC1 (1,4-dioxane). Reagents/catalysts: C=1C=CC(=CC1)[P](C=2C=CC=CC2)(C=3C=CC=CC3)[Pd]([P](C=4C=CC=CC4)(C=5C=CC=CC5)C=6C=CC=CC6)([P](C=7C=CC=CC7)(C=8C=CC=CC8)C=9C=CC=CC9)[P](C=1C=CC=CC1)(C=1C=CC=CC1)C=1C=CC=CC1 (tetrakis(triphenylphosphine)palladium(0)). Solvent: CO (methanol), O (water). Run at temperature 90 celsius, time 8 hour. Yields the product NC1=NC(=CC(=N1)N1CC2=CC(=CC=C2CC1C)C=1C=NN(C1)CC(C#N)C)N1CCN(CC1)C (3-(4-{2-[2-amino-6-(4-methylpiperazin-1-yl)pyrimidin-4-yl]-3-methyl-1,2,3,4-tetrahydroisoquinolin-7-yl}-1H-pyrazol-1-yl)-2-methylpropanenitrile). Yield: 30.7%. RXN SMILES: Br[C:2]1[CH:11]=[C:10]2[C:5]([CH2:6][CH:7]([CH3:26])[N:8]([C:12]3[CH:17]=[C:16]([N:18]4[CH2:23][CH2:22][N:21]([CH3:24])[CH2:20][CH2:19]4)[N:15]=[C:14]([NH2:25])[N:13]=3)[CH2:9]2)=[CH:4][CH:3]=1.[CH3:27][CH:28]([CH2:31][N:32]1[CH:36]=[C:35](B2OC(C)(C)C(C)(C)O2)[CH:34]=[N:33]1)[C:29]#[N:30].C(=O)(O)[O-].[Na+].O1CCOCC1>CO.C1C=CC([P]([Pd]([P](C2C=CC=CC=2)(C2C=CC=CC=2)C2C=CC=CC=2)([P](C2C=CC=CC=2)(C2C=CC=CC=2)C2C=CC=CC=2)[P](C2C=CC=CC=2)(C2C=CC=CC=2)C2C=CC=CC=2)(C2C=CC=CC=2)C2C=CC=CC=2)=CC=1.O>[NH2:25][C:14]1[N:13]=[C:12]([N:8]2[CH:7]([CH3:26])[CH2:6][C:5]3[C:10](=[CH:11][C:2]([C:35]4[CH:34]=[N:33][N:32]([CH2:31][CH:28]([CH3:27])[C:29]#[N:30])[CH:36]=4)=[CH:3][CH:4]=3)[CH2:9]2)[CH:17]=[C:16]([N:18]2[CH2:23][CH2:22][N:21]([CH3:24])[CH2:20][CH2:19]2)[N:15]=1 |f:2.3,^1:62,64,83,102|. Procedure details: A mixture of 4-(7-bromo-3-methyl-3,4-dihydroisoquinolin-2 (1H)-yl)-6-(4-methylpiperazin-1-yl)pyrimidin-2-amine (10 mg, 0.02 mmol; Peak 1, Example 49, Step 7), 2-methyl-3-[4-(4,4,5,5-tetramethyl-1,3,2-dioxaborolan-2-yl)-1H-pyrazol-1-yl]propanenitrile (7.5 mg, 0.029 mmol), tetrakis(triphenylphosphine)palladium(0) (1.4 mg, 0.0012 mmol), and sodium bicarbonate (6.0 mg, 0.072 mmol) in a solution of 1,4-dioxane (0.2 mL) and water (0.1 mL) in a reaction vial was stirred at 90° C. overnight. After cooli... The reactants are ClCCC1=NC=CC=N1 (2-(2-chloroethyl)pyrimidine), NCCSCCC1=NC=CC=N1 (2-[2-(2-aminoethyl)thioethyl]pyrimidine), OCCC1=NC=CC=N1 (2-(2-hydroxyethyl)pyrimidine), S(=O)(Cl)Cl (thionyl chloride), C(#N)NC(SC)=NC (N-cyano-N',S-dimethylisothiourea). The product is C(#N)NC(=NCCSCCC1=NC=CC=N1)NC (N-Cyano-N'-methyl-N"-[2-(2-(2-pyrimidyl)ethyl)thioethyl]-guanidine). Reaction SMILES: ClCCC1N=CC=CN=1.OCCC1N=CC=CN=1.S(Cl)(Cl)=O.[NH2:23][CH2:24][CH2:25][S:26][CH2:27][CH2:28][C:29]1[N:34]=[CH:33][CH:32]=[CH:31][N:30]=1.[C:35]([NH:37][C:38](=[N:41][CH3:42])SC)#[N:36]>>[C:35]([NH:37][C:38]([NH:41][CH3:42])=[N:23][CH2:24][CH2:25][S:26][CH2:27][CH2:28][C:29]1[N:30]=[CH:31][CH:32]=[CH:33][N:34]=1)#[N:36]. Procedure: By the procedure of Example 17 using 2-(2-chloroethyl)pyrimidine, prepared by treating 2-(2-hydroxyethyl)pyrimidine with thionyl chloride, as the starting material, 2-[2-(2-aminoethyl)thioethyl]pyrimidine is prepared, which when treated with N-cyano-N',S-dimethylisothiourea by the procedure of Example 3(a) gives the title compound. Yields the product ClC1=CC2=C(SC(=C2CC#N)C2=CC=CC=C2)C=C1 (5-chloro-2-phenylbenzo[b]thiophene-3-acetonitrile). Run at temperature 52 celsius, time 0.5 hour. RXN SMILES: Br[CH2:2][C:3]1[C:4]2[CH:17]=[C:16]([Cl:18])[CH:15]=[CH:14][C:5]=2[S:6][C:7]=1[C:8]1[CH:13]=[CH:12][CH:11]=[CH:10][CH:9]=1.[C-:19]#[N:20].[K+].[I-].[K+].C(O)C>O>[Cl:18][C:16]1[CH:15]=[CH:14][C:5]2[S:6][C:7]([C:8]3[CH:13]=[CH:12][CH:11]=[CH:10][CH:9]=3)=[C:3]([CH2:2][C:19]#[N:20])[C:4]=2[CH:17]=1 |f:1.2,3.4|. Reported procedure: 13.0 Parts by weight of 3-bromomethyl-5-chloro-2-phenylbenzo[b]thiophene, 5.1 parts by weight of potassium cyanide and 1.5 parts by weight of potassium iodide are suspended in 250 parts by volume of 95% ethanol and heated at 52° C. under a nitrogen atmosphere for 22.5 hours. The reaction mixture is then diluted with 250 parts by volume of water and stirred for an additional 0.5 hour. The resulting precipitate is separated from the reaction mixture by filtration. Crystallization of this precipita... The reactants are BrCC=1C2=C(SC1C1=CC=CC=C1)C=CC(=C2)Cl (3-bromomethyl-5-chloro-2-phenylbenzo[b]thiophene), C(C)O (ethanol), [C-]#N.[K+] (potassium cyanide), [I-].[K+] (potassium iodide). Solvent: O (water). Starting materials: FC(C(COS(=O)(=O)C)(C(F)(F)F)C)(F)F (methanesulfonic acid 3,3,3-trifluoro-2-methyl-2-trifluoromethylpropyl ester), [H-].[Na+] (sodium hydride), CC1=CC=C(C=C1)S (4-methylbenzenethiol). Reagents/catalysts: [I-].C(CCC)[N+](CCCC)(CCCC)CCCC (tetrabutylammonium iodide). Solvent: O (water), CN(C)C=O (DMF), CN(C)C=O (DMF). Reaction conditions: temperature 150 celsius, time 8 hour. Product: CC1=CC=C(C=C1)SCC(C(F)(F)F)(C(F)(F)F)C (1-Methyl-4-(3,3,3-trifluoro-2-methyl-2-trifluoromethylpropylthio)benzene). The yield is 66.2%. RXN SMILES: [CH3:1][C:2]1[CH:7]=[CH:6][C:5]([SH:8])=[CH:4][CH:3]=1.[H-].[Na+].[F:11][C:12]([F:26])([F:25])[C:13]([CH3:24])([C:20]([F:23])([F:22])[F:21])[CH2:14]OS(C)(=O)=O>CN(C=O)C.[I-].C([N+](CCCC)(CCCC)CCCC)CCC.O>[CH3:1][C:2]1[CH:7]=[CH:6][C:5]([S:8][CH2:14][C:13]([CH3:24])([C:12]([F:11])([F:25])[F:26])[C:20]([F:23])([F:22])[F:21])=[CH:4][CH:3]=1 |f:1.2,5.6|. Reported procedure: In a sealed tube dissolve 4-methylbenzenethiol (4.13 g, 33.2 mmol) in DMF (20 mL) at ambient temperature. Add portionwise with stirring sodium hydride (899 mg, 37.5 mmol) followed by tetrabutylammonium iodide (82 mg, 0.22 mmol) and a solution of methanesulfonic acid 3,3,3-trifluoro-2-methyl-2-trifluoromethylpropyl ester (6.16 g, 22.5 mmol) in DMF (10 mL). Stir at 150° C. overnight, cool the mixture to ambient temperature and dilute cautiously with water. Extract three times with EtOAc, dry over ... Starting materials: [N+](=O)([O-])C=1C=NC2=CC(=CC=C2C1)OCC1=C(C=CC=C1)C(F)(F)F (3-nitro-7-(2-trifluoromethylbenzyloxy)quinoline). Reagents/catalysts: [Pt]=O (platinum oxide). Solvent: C(C)O (ethanol). Run at time 3 hour. The product is NC=1C=NC2=CC(=CC=C2C1)OCC1=C(C=CC=C1)C(F)(F)F (3-amino-7-(2-trifluoromethylbenzyloxy)quinoline). Reaction SMILES: [N+:1]([C:4]1[CH:5]=[N:6][C:7]2[C:12]([CH:13]=1)=[CH:11][CH:10]=[C:9]([O:14][CH2:15][C:16]1[CH:21]=[CH:20][CH:19]=[CH:18][C:17]=1[C:22]([F:25])([F:24])[F:23])[CH:8]=2)([O-])=O>C(O)C.[Pt]=O>[NH2:1][C:4]1[CH:5]=[N:6][C:7]2[C:12]([CH:13]=1)=[CH:11][CH:10]=[C:9]([O:14][CH2:15][C:16]1[CH:21]=[CH:20][CH:19]=[CH:18][C:17]=1[C:22]([F:25])([F:23])[F:24])[CH:8]=2. Reported procedure: In ethanol (30 mL) was suspended 3-nitro-7-(2-trifluoromethylbenzyloxy)quinoline (600 mg, 1.72 mmol.), and to the suspension was added platinum oxide (72 mg). Then, catalytic reduction was performed for 3 hours. After the completion of reaction was confirmed, the reaction mixture was filtered over Celite®, and the filtrate was placed under reduced pressure to leave the desired compound as brown oil in the quantitative yield. Reactants: FC1=CC(=NC2=CC=C(C=C12)O)C1=CC=C(C(=O)O)C=C1 (4-(4-fluoro-6-hydroxyquinolin-2-yl)benzoic acid), FC1=CC(=NC2=CC=C(C=C12)O)C1=CC=C(C(=O)O)C=C1 (4-(4-fluoro-6-hydroxyquinolin-2-yl)benzoic acid), N(C)C.Cl (Me2NH.HCl), CCN(C(C)C)C(C)C (DIEA). Run in CN(C)C=O (DMF). Run at temperature 160 celsius. Yields the product CN(C1=CC(=NC2=CC=C(C=C12)O)C1=CC=C(C(=O)O)C=C1)C (4-(4-(dimethylamino)-6-hydroxyquinolin-2-yl)benzoic acid). Isolated yield 32.2%. As a reaction SMILES: F[C:2]1[C:11]2[C:6](=[CH:7][CH:8]=[C:9]([OH:12])[CH:10]=2)[N:5]=[C:4]([C:13]2[CH:21]=[CH:20][C:16]([C:17]([OH:19])=[O:18])=[CH:15][CH:14]=2)[CH:3]=1.[NH:22]([CH3:24])[CH3:23].Cl.CCN(C(C)C)C(C)C>CN(C=O)C>[CH3:23][N:22]([CH3:24])[C:2]1[C:11]2[C:6](=[CH:7][CH:8]=[C:9]([OH:12])[CH:10]=2)[N:5]=[C:4]([C:13]2[CH:21]=[CH:20][C:16]([C:17]([OH:19])=[O:18])=[CH:15][CH:14]=2)[CH:3]=1 |f:1.2|. Reported procedure: 30 mg of 4-(4-fluoro-6-hydroxyquinolin-2-yl)benzoic acid (Compound 26) was mixed with 1 mmol Me2NH.HCl and 0.5 ml DIEA in 3 ml DMF and heated to 160° C. for 30 minutes. The solvent was evaporated to dryness and water was added. The solid was filtered and washed with water and dried. The crude was triturated with acetone to obtain 10.5 mg of Compound 47. 1H NMR (DMSO-d6 300 MHz TMS): δ 13.2 (b, 1H), 10.28 (s, 1H), 8.22 (m, 2H), 8.11 (d, 1H), 7.99 (d, 1H), 7.50 (s, 1H), 7.39 (d, 1H), 7.26 (s, 1H),...